Dataset: the Open Reaction Database (ORD), a public repository of structured organic reaction records. Task: describe an organic reaction: reactants, conditions, products, and yield Yield: 73.8%. Yields the product C(C=C)N(C)CCCCCCOC1CCN(CC1)S(=O)(=O)C1=CC=C(C=C1)Br (allyl-[6-[1-(4-bromo-phenylsulphonyl)-piperidin-4-yloxy]-hexyl]-methyl-amine). Reaction conditions: time 3 hour. Starting materials: C(O)([O-])=O.[Na+] (sodium hydrogen carbonate), CCN(C(C)C)C(C)C (Hunig Base), BrC1=CC=C(C=C1)S(=O)(=O)Cl (4-bromo-phenylsulphonyl chloride), C(C=C)N(CCCCCCOC1CCNCC1)C (allyl-methyl-[6-(piperidin-4-yloxy)-hexyl]-amine). Procedure details: 3 g of allyl-methyl-[6-(piperidin-4-yloxy)-hexyl]-amine (Ex. 49.1) are dissolved in 50 ml of methylene chloride and treated with 5.3 ml of Hunig Base (di-isopropyl-ethylamine) and 1.9 g of 4-bromo-phenylsulphonyl chloride. The reaction mixture is stirred at room temperature for 3 hours, treated with aqueous sodium hydrogen carbonate solution and extracted with methylene chloride. The organic phases are washed with saturated sodium chloride solution, dried and concentrated. The brown oil is purif... RXN SMILES: [CH2:1]([N:4]([CH3:18])[CH2:5][CH2:6][CH2:7][CH2:8][CH2:9][CH2:10][O:11][CH:12]1[CH2:17][CH2:16][NH:15][CH2:14][CH2:13]1)[CH:2]=[CH2:3].CCN(C(C)C)C(C)C.[Br:28][C:29]1[CH:34]=[CH:33][C:32]([S:35](Cl)(=[O:37])=[O:36])=[CH:31][CH:30]=1.C(=O)([O-])O.[Na+]>C(Cl)Cl>[CH2:1]([N:4]([CH2:5][CH2:6][CH2:7][CH2:8][CH2:9][CH2:10][O:11][CH:12]1[CH2:17][CH2:16][N:15]([S:35]([C:32]2[CH:33]=[CH:34][C:29]([Br:28])=[CH:30][CH:31]=2)(=[O:37])=[O:36])[CH2:14][CH2:13]1)[CH3:18])[CH:2]=[CH2:3] |f:3.4|. Solvent: C(Cl)Cl (methylene chloride). The reactants are O1C2=C1CCC2 (epoxycyclopentene), CC=1C(=NC(NC1)=O)N (5-methylcytosine), CS(=O)C (dimethylsulfoxide). The reagents and catalysts are [Pd] (palladium(0)). The solvent is O1CCCC1 (tetrahydrofuran), O1CCCC1 (tetrahydrofuran). Run at time 1.5 hour. Product: NC1=NC(N(C=C1C)C1C=CC(C1)O)=O (4-amino-5-methyl-1-[(1RS,4SR)-4-hydroxy-cyclopent-2-en-1-yl]pyrimidin-2(1H)-one). The yield is 24.4%. Reaction SMILES: [CH3:1][C:2]1[C:3]([NH2:9])=[N:4][C:5](=[O:8])[NH:6][CH:7]=1.CS(C)=O.[O:14]1[C:16]2[CH2:17][CH2:18][CH2:19][C:15]1=2>[Pd].O1CCCC1>[NH2:9][C:3]1[C:2]([CH3:1])=[CH:7][N:6]([CH:18]2[CH2:19][CH:15]([OH:14])[CH:16]=[CH:17]2)[C:5](=[O:8])[N:4]=1. Reported procedure: 50 g (0.4 mol) of 5-methylcytosine are added to a solution of the palladium(0) catalyst (1.6 mol %) prepared in situ as described above in 200 ml of dry tetrahydrofuran/200 ml of dry dimethylsulfoxide at 5° C. 49.2 g (0.6 mol) of epoxycyclopentene, dissolved in 100 ml of tetrahydrofuran, are added dropwise to this suspension, while stirring (1.5 hours). The mixture is stirred at room temperature for 3 days and then concentrated, and the residue is stirred with 2N sodium carbonate solution, filte... The reactants are O=C([O-])[O-], CO, C[Si](C)(C)CCOCn1ccc2c(-c3cnn(C(CC=O)C4CCCC4)c3)ncnc21, [K+], [K+], COP(=O)(OC)C(=[N+]=[N-])C(C)=O, O. Product: C#CCC(C1CCCC1)n1cc(-c2ncnc3c2ccn3COCC[Si](C)(C)C)cn1. As a reaction SMILES: [C:1](=[O:2])([O-:3])[O-:4].[CH3:50][OH:51].[CH:7]1([CH:12]([CH2:13][CH:14]=[O:15])[n:16]2[n:17][cH:18][c:19](-[c:21]3[c:22]4[c:23]([n:24][cH:25][n:26]3)[n:27]([CH2:30][O:31][CH2:32][CH2:33][Si:34]([CH3:35])([CH3:36])[CH3:37])[cH:28][cH:29]4)[cH:20]2)[CH2:8][CH2:9][CH2:10][CH2:11]1.[K+:5].[K+:6].[N+:38](=[C:39]([P:40](=[O:41])([O:42][CH3:43])[O:44][CH3:45])[C:46](=[O:47])[CH3:48])=[N-:49].[OH2:52]>>[CH:1]#[C:14][CH2:13][CH:12]([CH:7]1[CH2:8][CH2:9][CH2:10][CH2:11]1)[n:16]1[n:17][cH:18][c:19](-[c:21]2[c:22]3[c:23]([n:24][cH:25][n:26]2)[n:27]([CH2:30][O:31][CH2:32][CH2:33][Si:34]([CH3:35])([CH3:36])[CH3:37])[cH:28][cH:29]3)[cH:20]1.